From a dataset of the Open Reaction Database (ORD), a public repository of structured organic reaction records. describe an organic reaction: reactants, conditions, products, and yield Starting materials: OC(CNC1=NC(=NC(=N1)NCC(O)C1CC(NC(C1)(C)C)(C)C)Cl)C1CC(NC(C1)(C)C)(C)C (2,4-Bis{2-hydroxy-N-(2,2,6,6-tetramethyl-4-piperidyl)ethylamino}-6-chloro-1,3,5-triazine), C(CCCCCCCCC)N (n-decylamine), C([O-])([O-])=O.[K+].[K+] (potassium carbonate). Product: OC(CNC1=NC(=NC(=N1)NCC(O)C1CC(NC(C1)(C)C)(C)C)NCCCCCCCCCC)C1CC(NC(C1)(C)C)(C)C (2,4-Bis{2-hydroxy-N-(2,2,6,6-tetramethyl-4-piperidyl)ethylamino}-6-n-decylamino-1,3,5-triazine). Solvent: O1CCOCC1 (dioxane), O1CCOCC1 (dioxane). Procedure details: 2,4-Bis{2-hydroxy-N-(2,2,6,6-tetramethyl-4-piperidyl)ethylamino}-6-chloro-1,3,5-triazine (3.0 g) and n-decylamine (1.5 g) were dissolved in dioxane (70 ml), followed by addition of potassium carbonate (1.0 g). The mixture was refluxed for 5 hours with stirring. After completion of the reaction, dioxane was distilled off and the resulting residue was recrystallized from ligroin to give the desired product as white crystals melting at 106°-107° C. As a reaction SMILES: [OH:1][CH:2]([CH:26]1[CH2:31][C:30]([CH3:33])([CH3:32])[NH:29][C:28]([CH3:35])([CH3:34])[CH2:27]1)[CH2:3][NH:4][C:5]1[N:10]=[C:9]([NH:11][CH2:12][CH:13]([CH:15]2[CH2:20][C:19]([CH3:22])([CH3:21])[NH:18][C:17]([CH3:24])([CH3:23])[CH2:16]2)[OH:14])[N:8]=[C:7](Cl)[N:6]=1.[CH2:36]([NH2:46])[CH2:37][CH2:38][CH2:39][CH2:40][CH2:41][CH2:42][CH2:43][CH2:44][CH3:45].C(=O)([O-])[O-].[K+].[K+]>O1CCOCC1>[OH:1][CH:2]([CH:26]1[CH2:31][C:30]([CH3:33])([CH3:32])[NH:29][C:28]([CH3:35])([CH3:34])[CH2:27]1)[CH2:3][NH:4][C:5]1[N:10]=[C:9]([NH:11][CH2:12][CH:13]([CH:15]2[CH2:20][C:19]([CH3:22])([CH3:21])[NH:18][C:17]([CH3:24])([CH3:23])[CH2:16]2)[OH:14])[N:8]=[C:7]([NH:46][CH2:36][CH2:37][CH2:38][CH2:39][CH2:40][CH2:41][CH2:42][CH2:43][CH2:44][CH3:45])[N:6]=1 |f:2.3.4|. Reactants: ClC1=C(C=CC=C1)CC(=O)N1C=2C3=C(C=NC2CCC1)C=CC=C3 (1-[(2-chlorophenyl)-acetyl]-1,2,3,4-tetrahydrobenzo[c]-1,5-naphthyridine), B (borane), resultant solution, Cl (hydrochloric acid). Run in O1CCCC1 (tetrahydrofuran), O1CCCC1 (tetrahydrofuran), C(C)(=O)O (acetic acid). Reaction conditions: time 1 minute. Product: Cl.ClC1=C(C=CC=C1)CCN1C=2C3=C(C=NC2CCC1)C=CC=C3 (1-[2-(2-Chlorophenyl)ethyl]-1,2,3,4-tetrahydrobenzo[c]-1,5-naphthyridine hydrochloride). Isolated yield 82.6%. Reaction SMILES: [Cl:1][C:2]1[CH:7]=[CH:6][CH:5]=[CH:4][C:3]=1[CH2:8][C:9]([N:11]1[CH2:20][CH2:19][CH2:18][C:17]2[N:16]=[CH:15][C:14]3[CH:21]=[CH:22][CH:23]=[CH:24][C:13]=3[C:12]1=2)=O.B.Cl>O1CCCC1.C(O)(=O)C>[ClH:1].[Cl:1][C:2]1[CH:7]=[CH:6][CH:5]=[CH:4][C:3]=1[CH2:8][CH2:9][N:11]1[CH2:20][CH2:19][CH2:18][C:17]2[N:16]=[CH:15][C:14]3[CH:21]=[CH:22][CH:23]=[CH:24][C:13]=3[C:12]1=2 |f:5.6|. Reported procedure: A stirred colorless solution of 1-[(2-chlorophenyl)-acetyl]-1,2,3,4-tetrahydrobenzo[c]-1,5-naphthyridine (5.7 g) in tetrahydrofuran (500 ml) was treated rapidly with 1M borane solution in tetrahydrofuran (68 ml, 0.068 mole of BH3, 4-fold excess) under nitrogen. A yellow color appeared within one minute. After stirring overnight at room temperature with exclusion of moisture, the reaction was quenched by dropwise addition of 10% sodium hydroxide solution (100 ml, gas evolution). The mixture was c... Reactants: CCCC(CS(=O)(=O)NC(C)(C)C)OC(=O)c1ccccc1, CCOC(C)=O, [Na+], O=C(O)C(F)(F)F, O=C([O-])O. The product is CCCC(CS(N)(=O)=O)OC(=O)c1ccccc1. Reaction SMILES: [C:8]([CH3:9])([CH3:10])([CH3:11])[NH:12][S:13](=[O:14])(=[O:15])[CH2:16][CH:17]([CH2:18][CH2:19][CH3:20])[O:21][C:22]([c:23]1[cH:24][cH:25][cH:26][cH:27][cH:28]1)=[O:29].[CH3:35][CH2:36][O:37][C:38](=[O:39])[CH3:40].[Na+:30].[OH:1][C:2]([C:3]([F:4])([F:5])[F:6])=[O:7].[OH:31][C:32](=[O:33])[O-:34]>>[NH2:12][S:13](=[O:14])(=[O:15])[CH2:16][CH:17]([CH2:18][CH2:19][CH3:20])[O:21][C:22]([c:23]1[cH:24][cH:25][cH:26][cH:27][cH:28]1)=[O:29]. Reactants: CCOC(C)=O, Clc1ccc2c(Cl)ccnc2c1, Nc1ccc(F)cc1. Product: Fc1ccc(Nc2ccnc3cc(Cl)ccc23)cc1. As a reaction SMILES: [CH3:21][CH2:22][O:23][C:24](=[O:25])[CH3:26].[Cl:1][c:2]1[cH:3][cH:4][n:5][c:6]2[cH:7][c:8]([Cl:12])[cH:9][cH:10][c:11]12.[NH2:13][c:14]1[cH:15][cH:16][c:17]([F:18])[cH:19][cH:20]1>>[c:2]1([NH:13][c:14]2[cH:15][cH:16][c:17]([F:18])[cH:19][cH:20]2)[cH:3][cH:4][n:5][c:6]2[cH:7][c:8]([Cl:12])[cH:9][cH:10][c:11]12.